describe an organic reaction: reactants, conditions, products, and yield From a dataset of the Open Reaction Database (ORD), a public repository of structured organic reaction records. Reactants: ( 1 ), C(C=C)O[C@@H]1C[C@@H](C2=CC(=CC=C12)OC)NC[C@H]([C@H](CC1=CC(=CC(=C1)F)F)N)O ((2R,3S)-1-((1S,3R)-3-(Allyloxy)-6-methoxy-2,3-dihydro-1H-inden-1-ylamino)-3-amino-4-(3,5-difluorophenyl)butan-2-ol), C(C(C)C)[C@@H]1C(N(CC1)[C@H](C(=O)O)CC=C)=O ((S)-2-((S)-3-isobutyl-2-oxopyrrolidin-1-yl)pent-4-enoic acid), C(CCl)Cl (EDC), C=1C=CC2=C(C1)N=NN2O (HOBt), CCN(C(C)C)C(C)C (DIEA). The solvent is CN(C)C=O (DMF). Run at time 24 hour. The product is C(C=C)O[C@@H]1C[C@@H](C2=CC(=CC=C12)OC)NC[C@H]([C@H](CC1=CC=CC=C1)NC([C@H](CC=C)N1C([C@H](CC1)CC(C)C)=O)=O)O ((S)—N-((2S,3R)-4-((1S,3R)-3-(allyloxy)-6-methoxy-2,3-dihydro-1H-inden-1-ylamino)-3-hydroxy-1-phenylbutan-2-yl)-2-((S)-3-isobutyl-2-oxopyrrolidin-1-yl)pent-4-enamide). The yield is 89.3%. Reaction SMILES: [CH2:1]([O:4][C@H:5]1[C:13]2[C:8](=[CH:9][C:10]([O:14][CH3:15])=[CH:11][CH:12]=2)[C@@H:7]([NH:16][CH2:17][C@@H:18]([OH:30])[C@@H:19]([NH2:29])[CH2:20][C:21]2[CH:26]=[C:25](F)[CH:24]=[C:23](F)[CH:22]=2)[CH2:6]1)[CH:2]=[CH2:3].[CH2:31]([C@H:35]1[CH2:39][CH2:38][N:37]([C@@H:40]([CH2:44][CH:45]=[CH2:46])[C:41](O)=[O:42])[C:36]1=[O:47])[CH:32]([CH3:34])[CH3:33].C(Cl)CCl.C1C=CC2N(O)N=NC=2C=1.CCN(C(C)C)C(C)C>CN(C=O)C>[CH2:1]([O:4][C@H:5]1[C:13]2[C:8](=[CH:9][C:10]([O:14][CH3:15])=[CH:11][CH:12]=2)[C@@H:7]([NH:16][CH2:17][C@@H:18]([OH:30])[C@@H:19]([NH:29][C:41](=[O:42])[C@@H:40]([N:37]2[CH2:38][CH2:39][C@H:35]([CH2:31][CH:32]([CH3:34])[CH3:33])[C:36]2=[O:47])[CH2:44][CH:45]=[CH2:46])[CH2:20][C:21]2[CH:26]=[CH:25][CH:24]=[CH:23][CH:22]=2)[CH2:6]1)[CH:2]=[CH2:3]. Procedure details: Step O (1): (2R,3S)-1-((1S,3R)-3-(Allyloxy)-6-methoxy-2,3-dihydro-1H-inden-1-ylamino)-3-amino-4-(3,5-difluorophenyl)butan-2-ol (20 mg, 52.3 μmol) from step E (2), (S)-2-((S)-3-isobutyl-2-oxopyrrolidin-1-yl)pent-4-enoic acid (12.5 mg, 52.3 μmol) from step M (5), EDC (10 mg, 52.3 μmol), HOBt (7.1 mg, 52.3 μmol), DIEA (46.7 μL, 262 μmol) were mixed in 1 mL of DMF. The mixture was stirred at RT for 24 h. Purified with reverse phase Prep-HPLC to give 28.2 mg of (S)—N-((2S,3R)-4-((1S,3R)-3-(allyloxy)-... The reactants are [BH4-], BrC12CC3CC(CC(C3)C1)C2, CC#N, ClC(Cl)Cl, CC(C)(C#N)N=NC(C)(C)C#N, [Na+], [PH4+]. The product is C1C2CC3CC1CC(C2)C3. Reaction SMILES: [BH4-:13].[Br:1][C:2]12[CH2:3][CH:4]3[CH2:5][CH:6]([CH2:7][CH:8]([CH2:9]1)[CH2:10]3)[CH2:11]2.[CH3:27][C:28]#[N:29].[Cl:30][CH:31]([Cl:32])[Cl:33].[N:15]#[C:16][C:17]([N:18]=[N:19][C:20]([C:21]#[N:22])([CH3:23])[CH3:24])([CH3:25])[CH3:26].[Na+:14].[PH4+:12]>>[CH:2]12[CH2:3][CH:4]3[CH2:5][CH:6]([CH2:7][CH:8]([CH2:9]1)[CH2:10]3)[CH2:11]2. Reactants: [Br-].C1(=CC=CC=C1)C(C1=CC=CC=C1)(C1=CC=CC=C1)[PH3+] (triphenylmethylphosphonium bromide), P(=O)(O)(O)[O-].[Na+] (sodium dihydrogen phosphate), CC(C)([O-])C.[K+] (potassium t-butoxide), CC(C=C)C1=CC(CC1=O)O ((RS)-3-(1-methyl-2-propenyl)4-oxocyclopent-2-en-1-ol). Run in CCOCC (ether), C(C)(C)(C)O (t-butanol), CCOCC (ether). The product is CC(C=C)C1=CC(CC1=C)O ((RS)-3-(1-methyl-2-propenyl)-4-methylidene-cyclopent-2-en-1-ol). The yield is 12.4%. Reaction SMILES: [Br-].C1([C:8]([PH3+])([C:15]2[CH:20]=CC=[CH:17][CH:16]=2)[C:9]2[CH:14]=[CH:13][CH:12]=C[CH:10]=2)C=CC=CC=1.CC(C)([O-:25])C.[K+].CC(C1C(=O)CC(O)C=1)C=C.P([O-])(O)(O)=O.[Na+]>CCOCC.C(O)(C)(C)C>[CH3:20][CH:15]([C:8]1[C:9](=[CH2:10])[CH2:14][CH:13]([OH:25])[CH:12]=1)[CH:16]=[CH2:17] |f:0.1,2.3,5.6|. Procedure: A mixture of 12.5 ml of ether, 1.0 ml of t-butanol and 3.85 g of triphenylmethylphosphonium bromide was stirred at an ambient temperature, then 1.21 g of potassium t-butoxide was added to the mixture and stirred at an ambient temperature for five hours. Under ice-water cooling, 1.64 g of (RS)-3-(1-methyl-2-propenyl)4-oxocyclopent-2-en-1-ol dissolved in 2.0 ml of ether was added dropwise to the mixed solution and stirred for two hours. The mixture was subsequently stirred at an ambient temperatur... The reactants are Brc1ccc(-c2ccccc2)cc1, C[Si](C)(Cl)CCl, I, [Mg]. Product: C[Si](C)(CCl)c1ccc(-c2ccccc2)cc1. RXN SMILES: [Br:1][c:2]1[cH:3][cH:4][c:5](-[c:8]2[cH:9][cH:10][cH:11][cH:12][cH:13]2)[cH:6][cH:7]1.[Cl:16][CH2:17][Si:18]([Cl:19])([CH3:20])[CH3:21].[I:15].[Mg:14]>>[c:2]1([Si:18]([CH2:17][Cl:16])([CH3:20])[CH3:21])[cH:3][cH:4][c:5](-[c:8]2[cH:9][cH:10][cH:11][cH:12][cH:13]2)[cH:6][cH:7]1. Reactants: C(=O)NC=1SC=C(N1)CSC1=CC=C(C=C1)NC=O (2-formylamino-4-(4-formylaminophenylthiomethyl)thiazole), ClN1C(CCC1=O)=O (N-chlorosuccinimide). Run in C(C)(=O)O (acetic acid). Run at temperature 50 celsius. Product: ClC1=C(N=C(S1)NC=O)CSC1=CC=C(C=C1)NC=O (5-chloro-2-formylamino-4-(4-formylaminophenylthiomethyl)thiazole). Isolated yield 61.2%. As a reaction SMILES: [CH:1]([NH:3][C:4]1[S:5][CH:6]=[C:7]([CH2:9][S:10][C:11]2[CH:16]=[CH:15][C:14]([NH:17][CH:18]=[O:19])=[CH:13][CH:12]=2)[N:8]=1)=[O:2].[Cl:20]N1C(=O)CCC1=O>C(O)(=O)C>[Cl:20][C:6]1[S:5][C:4]([NH:3][CH:1]=[O:2])=[N:8][C:7]=1[CH2:9][S:10][C:11]1[CH:16]=[CH:15][C:14]([NH:17][CH:18]=[O:19])=[CH:13][CH:12]=1. Procedure: To a solution of 2-formylamino-4-(4-formylaminophenylthiomethyl)thiazole (2.9 g) in acetic acid (30 ml) was portionwise added N-chlorosuccinimide at 50° C. with stirring. The mixture was heated at 50° C. with stirring. The reaction mixture was concentrated under reduced pressure and the residue was triturated with water. The mixture was extracted with a mixture of ethyl acetate and tetrahydrofuran (1:1), washed with water and dried over magnesium sulfate. The solvent was concentrated under reduc... Procedure details: To a solution of (2R,6S)-4-(4-bromo-6-(1,3-dioxolan-2-yl)-2,3-difluorophenyl)-2,6-dimethylmorpholine (previously described in WO2004031195, page 81, 0.500 g, 1.32 mmol) and tetramethylethylene-diamine (0.12 mL, 2.12 mmol) in tetrahydrofuran (12 mL) at −78° C. is added t-buthyllithium (1.94 mL, 3.31 mmol). The reaction is stirred at −78° C. for 1.5 h and dimethylformamide is added. The reaction is stirred at −78° C. for an additional 30 min and warmed to rt. Mixture is diluted with ethylacetate (... The product is C[C@H]1O[C@H](CN(C1)C1=C(C(=C(C=O)C=C1C1OCCO1)F)F)C (4-((2R,6S)-2,6-dimethylmorpholino)-5-(1,3-dioxolan-2-yl)-2,3-difluorobenzaldehyde). Run in O1CCCC1 (tetrahydrofuran), C(C)OC(C)=O (ethylacetate). Run at temperature -78 celsius, time 1.5 hour. Reactants: BrC1=C(C(=C(C(=C1)C1OCCO1)N1C[C@H](O[C@H](C1)C)C)F)F ((2R,6S)-4-(4-bromo-6-(1,3-dioxolan-2-yl)-2,3-difluorophenyl)-2,6-dimethylmorpholine), CN(CCN(C)C)C (tetramethylethylene-diamine), CN(C=O)C (dimethylformamide). As a reaction SMILES: Br[C:2]1[CH:7]=[C:6]([CH:8]2[O:12][CH2:11][CH2:10][O:9]2)[C:5]([N:13]2[CH2:18][C@H:17]([CH3:19])[O:16][C@H:15]([CH3:20])[CH2:14]2)=[C:4]([F:21])[C:3]=1[F:22].CN(C)CCN(C)C.CN(C)[CH:33]=[O:34]>O1CCCC1.C(OC(=O)C)C>[CH3:19][C@@H:17]1[CH2:18][N:13]([C:5]2[C:6]([CH:8]3[O:12][CH2:11][CH2:10][O:9]3)=[CH:7][C:2]([CH:33]=[O:34])=[C:3]([F:22])[C:4]=2[F:21])[CH2:14][C@H:15]([CH3:20])[O:16]1. Starting materials: bis-triphenylphosphine palladium(II) chloride, ClC1=NC(=CC(=N1)NCC1=C(C=C(C=C1)F)F)Cl ((2,6-Dichloro-pyrimidin-4-yl)-(2,4-difluoro-benzyl)-amine), FC(C=1C=C(C=NC1)B(O)O)(F)F (5-trifluoromethylpyridine-3-boronic acid), [F-].[Cs+] (CsF). Solvent: O1CCOCC1.O (dioxane water). Run at temperature 60 celsius, time 12 hour. The product is ClC1=CC(=NC(=N1)C=1C=NC=C(C1)C(F)(F)F)NCC1=C(C=C(C=C1)F)F ([6-Chloro-2-(5-trifluoromethyl-pyridin-3-yl)-pyrimidin-4-yl]-(2,4-difluoro-benzyl)-amine). RXN SMILES: Cl[C:2]1[N:7]=[C:6]([NH:8][CH2:9][C:10]2[CH:15]=[CH:14][C:13]([F:16])=[CH:12][C:11]=2[F:17])[CH:5]=[C:4]([Cl:18])[N:3]=1.[F:19][C:20]([F:31])([F:30])[C:21]1[CH:22]=[C:23](B(O)O)[CH:24]=[N:25][CH:26]=1.[F-].[Cs+]>O1CCOCC1.O>[Cl:18][C:4]1[N:3]=[C:2]([C:23]2[CH:24]=[N:25][CH:26]=[C:21]([C:20]([F:31])([F:30])[F:19])[CH:22]=2)[N:7]=[C:6]([NH:8][CH2:9][C:10]2[CH:15]=[CH:14][C:13]([F:16])=[CH:12][C:11]=2[F:17])[CH:5]=1 |f:2.3,4.5|. Procedure: A mixture of (2,6-Dichloro-pyrimidin-4-yl)-(2,4-difluoro-benzyl)-amine (1 g, 0.0034 mol) and 5-trifluoromethylpyridine-3-boronic acid (0.726 g, 0.0038 mol) were taken in dioxane:water (20:5) ml and to this CsF (2.1 g, 0.0138 mol) was added and degassed. Then bis-triphenylphosphine-palladium(II) chloride (0.24 g, 0.00034 mol) was added and degassed. The mixture was stirred at 60° C. for 12 hrs. The reaction was cooled to room temperature diluted with water (50 ml) and ethyl acetate (100 ml). Afte... The reactants are C, CO, O=C(Nc1cc(Oc2ccc([N+](=O)[O-])cc2)ccn1)N1CCC(CN2CCC2)CC1, C1CCOC1, [Pd]. The product is Nc1ccc(Oc2ccnc(NC(=O)N3CCC(CN4CCC4)CC3)c2)cc1. RXN SMILES: [C:38].[CH3:36][OH:37].[N+:1]([O-:2])(=[O:3])[c:4]1[cH:5][cH:6][c:7]([O:8][c:9]2[cH:10][c:11]([NH:15][C:16](=[O:17])[N:18]3[CH2:19][CH2:20][CH:21]([CH2:24][N:25]4[CH2:26][CH2:27][CH2:28]4)[CH2:22][CH2:23]3)[n:12][cH:13][cH:14]2)[cH:29][cH:30]1.[O:31]1[CH2:32][CH2:33][CH2:34][CH2:35]1.[Pd:39]>>[NH2:1][c:4]1[cH:5][cH:6][c:7]([O:8][c:9]2[cH:10][c:11]([NH:15][C:16](=[O:17])[N:18]3[CH2:19][CH2:20][CH:21]([CH2:24][N:25]4[CH2:26][CH2:27][CH2:28]4)[CH2:22][CH2:23]3)[n:12][cH:13][cH:14]2)[cH:29][cH:30]1. The reactants are CC(C)O, N, O, O=[N+]([O-])c1ccc(Cl)c(S(=O)(=O)CCO)c1. Yields the product Nc1ccc([N+](=O)[O-])cc1S(=O)(=O)CCO. RXN SMILES: [CH:19]([OH:20])([CH3:21])[CH3:22].[NH3:17].[OH2:18].[OH:1][CH2:2][CH2:3][S:4](=[O:5])(=[O:6])[c:7]1[c:8]([Cl:16])[cH:9][cH:10][c:11]([N+:13](=[O:14])[O-:15])[cH:12]1>>[OH:1][CH2:2][CH2:3][S:4](=[O:5])(=[O:6])[c:7]1[c:8]([NH2:17])[cH:9][cH:10][c:11]([N+:13](=[O:14])[O-:15])[cH:12]1. Starting materials: IC=1C=C(C(=NC1)N)C1=NC2=C(N1)C=CC(=C2)OC (5-iodo-3-(5-methoxy-1H-benzimidazol-2-yl)pyridin-2-ylamine), C([O-])([O-])=O.[Na+].[Na+] (sodium carbonate), CC1(OB(OC1(C)C)C=1C=CC(=NC1)N1CCN(CC1)C(=O)OC(C)(C)C)C (tert-butyl 4-[5-(4,4,5,5-tetramethyl-1,3,2-dioxaborolan-2-yl)pyridin-2-yl]piperazine-1-carboxylate). The reagents and catalysts are C=1C=CC(=CC1)[P](C=2C=CC=CC2)(C=3C=CC=CC3)[Pd]([P](C=4C=CC=CC4)(C=5C=CC=CC5)C=6C=CC=CC6)([P](C=7C=CC=CC7)(C=8C=CC=CC8)C=9C=CC=CC9)[P](C=1C=CC=CC1)(C=1C=CC=CC1)C=1C=CC=CC1 (tetrakis(triphenylphosphine)palladium(0)). Solvent: CN(C=O)C (N,N-dimethylformamide), O.C(C)(=O)OCC (water ethyl acetate). Product: NC1=C(C=C(C=N1)C=1C=NC(=CC1)N1CCN(CC1)C(=O)OC(C)(C)C)C1=NC2=C(N1)C=C(C=C2)OC (tert-butyl 4-[6′-amino-5′-(6-methoxy-1H-benzimidazol-2-yl)-[3,3′]bipyridinyl-6-yl]-piperazine-1-carboxylate). RXN SMILES: I[C:2]1[CH:3]=[C:4]([C:9]2[NH:13][C:12]3[CH:14]=[CH:15][C:16]([O:18][CH3:19])=[CH:17][C:11]=3[N:10]=2)[C:5]([NH2:8])=[N:6][CH:7]=1.CC1(C)C(C)(C)OB([C:28]2[CH:29]=[CH:30][C:31]([N:34]3[CH2:39][CH2:38][N:37]([C:40]([O:42][C:43]([CH3:46])([CH3:45])[CH3:44])=[O:41])[CH2:36][CH2:35]3)=[N:32][CH:33]=2)O1.C(=O)([O-])[O-].[Na+].[Na+]>CN(C)C=O.O.C(OCC)(=O)C.C1C=CC([P]([Pd]([P](C2C=CC=CC=2)(C2C=CC=CC=2)C2C=CC=CC=2)([P](C2C=CC=CC=2)(C2C=CC=CC=2)C2C=CC=CC=2)[P](C2C=CC=CC=2)(C2C=CC=CC=2)C2C=CC=CC=2)(C2C=CC=CC=2)C2C=CC=CC=2)=CC=1>[NH2:8][C:5]1[N:6]=[CH:7][C:2]([C:28]2[CH:33]=[N:32][C:31]([N:34]3[CH2:39][CH2:38][N:37]([C:40]([O:42][C:43]([CH3:46])([CH3:45])[CH3:44])=[O:41])[CH2:36][CH2:35]3)=[CH:30][CH:29]=2)=[CH:3][C:4]=1[C:9]1[NH:10][C:11]2[CH:17]=[C:16]([O:18][CH3:19])[CH:15]=[CH:14][C:12]=2[N:13]=1 |f:2.3.4,6.7,^1:69,71,90,109|. Procedure details: 128.87 mg (0.273 mmol) of 5-iodo-3-(5-methoxy-1H-benzimidazol-2-yl)pyridin-2-ylamine and 191.38 mg (0.492 mmol) of tert-butyl 4-[5-(4,4,5,5-tetramethyl-1,3,2-dioxaborolan-2-yl)pyridin-2-yl]piperazine-1-carboxylate are suspended in 2.5 ml of N,N-dimethylformamide in a nitrogen-filled microwave vessel, and 0.6 ml (1.2 mmol) of 2M sodium carbonate solution and 31.5 mg (0.027 mmol) of tetrakis(triphenylphosphine)palladium(0) are added. The reaction solution is irradiated with microwaves for 30 min a...